Dataset: the Open Reaction Database (ORD), a public repository of structured organic reaction records. Task: describe an organic reaction: reactants, conditions, products, and yield The reactants are N(CCC#N)CCC#N (3,3'-iminodipropionitrile), CO (methanol), C(C)#N (acetonitrile), C(#N)[BH3-].[Na+] (sodium cyanoborohydride). Reaction conditions: time 8 hour. The product is C(#N)CCN(CC)CCC#N (3- [N-(2-Cyano-ethyl)-N-ethyl-amino]-propionitrile). The yield is 52.0%. RXN SMILES: [NH:1]([CH2:6][CH2:7][C:8]#[N:9])[CH2:2][CH2:3][C:4]#[N:5].CO.C([BH3-])#N.[Na+].[C:16](#N)[CH3:17]>>[C:4]([CH2:3][CH2:2][N:1]([CH2:6][CH2:7][C:8]#[N:9])[CH2:16][CH3:17])#[N:5] |f:2.3|. Procedure details: To a stirred mixture of 3,3'-iminodipropionitrile (14.4 g, 0.117 mol), acetaldelyde (25.7 g, 0.584 mol), methanol 50 mL), and acetonitrile (400 mL) was added sodium cyanoborohydride (9.6 g, 0.152 mol). The mixture was allowed to stir at room temperature overnight. The solvent was evaporated. The resulting residue was partitioned between dichloromethane and H2O. The dichloromethane layer was washed with water, dried, and evaporated to give a yellow oil, which was distilled by a Kugelrohr apparatu... Reactants: O=C(O)C1CCCN1C(=O)OCc1ccccc1, [NH-]Cc1ccccc1, CO, CCC(C)C(N)C(=O)O. The product is [NH-]Cc1ccccc1, CCC(C)C(N)C(=O)O, O=C(O)C1CCCN1. As a reaction SMILES: [C:10]([O:11][CH2:12][c:13]1[cH:14][cH:15][cH:16][cH:17][cH:18]1)(=[O:19])[N:20]1[CH:21]([C:22](=[O:23])[OH:24])[CH2:25][CH2:26][CH2:27]1.[CH2:28]([c:29]1[cH:30][cH:31][cH:32][cH:33][cH:34]1)[NH-:35].[CH3:36][OH:37].[NH2:1][CH:2]([CH:3]([CH3:4])[CH2:5][CH3:6])[C:7](=[O:8])[OH:9]>>[CH2:28]([c:29]1[cH:30][cH:31][cH:32][cH:33][cH:34]1)[NH-:35].[NH2:1][CH:2]([CH:3]([CH3:4])[CH2:5][CH3:6])[C:7](=[O:8])[OH:9].[NH:20]1[CH:21]([C:22](=[O:23])[OH:24])[CH2:25][CH2:26][CH2:27]1.